From a dataset of the Open Reaction Database (ORD), a public repository of structured organic reaction records. describe an organic reaction: reactants, conditions, products, and yield The product is C(C)(=O)O\C=C/C(C#CC1=C(CC(CC1(C)C)=O)C)C (Z-4-(5-acetoxy-3-methyl-pent-4-en-1-ynyl)-3,5,5-trimethylcyclohex-3-en-1-one). Reaction conditions: temperature 70 celsius. As a reaction SMILES: O[C:2]1([C:12]#[C:13]/[C:14](/[CH3:18])=[CH:15]\[CH2:16][OH:17])[C:7]([CH3:9])([CH3:8])[CH2:6][C:5](=[O:10])[CH2:4][CH:3]1[CH3:11].[C:19](OC(=O)C)(=[O:21])[CH3:20].OS([O-])(=O)=O.[K+].C([O-])(O)=O.[Na+]>CCCCCC.C(O)(=O)C>[C:19]([O:17]/[CH:16]=[CH:15]\[CH:14]([CH3:18])[C:13]#[C:12][C:2]1[C:7]([CH3:9])([CH3:8])[CH2:6][C:5](=[O:10])[CH2:4][C:3]=1[CH3:11])(=[O:21])[CH3:20] |f:2.3,4.5|. The reactants are OC1(C(CC(CC1(C)C)=O)C)C#C\C(=C/CO)\C ((Z)-4-hydroxy-4-(5-hydroxy-3-methylpent-3-en-1-ynyl)-3,5,5-trimethylcyclohexanone), C(C)(=O)OC(C)=O (acetic anhydride), OS(=O)(=O)[O-].[K+] (KHSO4), C(=O)(O)[O-].[Na+] (NaHCO3), C(=O)(O)[O-].[Na+] (NaHCO3). Procedure: A mixture of (Z)-4-hydroxy-4-(5-hydroxy-3-methylpent-3-en-1-ynyl)-3,5,5-trimethylcyclohexanone 795 mg, 3.1 mmol), glacial acetic acid (5 mL), acetic anhydride (5 mL), and KHSO4 (440 mg, 3.2 mmol) was heated to 70° C. under argon for 5 h. Then the mixture was cooled to room temperature and slowly added to a chilled (ice bath) and stirred mixture of hexane and saturated NaHCO3. More saturated NaHCO3 was added until the pH of the aqueous phase was about 6-7. The organic and aqueous layers were then... Solvent: C(C)(=O)O (acetic acid), CCCCCC (hexane).